From a dataset of the Open Reaction Database (ORD), a public repository of structured organic reaction records. describe an organic reaction: reactants, conditions, products, and yield Reactants: CN(CC(=O)O)NC(=O)NCc1cccc2ccccc12, CCOC(OCC)C(C)N(Cc1cccc2cccnc12)C(=O)C(N)CC(=O)NC(c1ccccc1)(c1ccccc1)c1ccccc1. Product: CCOC(OCC)C(C)N(Cc1cccc2cccnc12)C(=O)C(CC(=O)NC(c1ccccc1)(c1ccccc1)c1ccccc1)NC(=O)CN(C)NC(=O)NCc1cccc2ccccc12. RXN SMILES: [CH3:1][N:2]([NH:3][C:4]([NH:5][CH2:6][c:7]1[cH:8][cH:9][cH:10][c:11]2[cH:12][cH:13][cH:14][cH:15][c:16]12)=[O:17])[CH2:18][C:19](=[O:20])[OH:21].[NH2:22][CH:23]([C:24](=[O:25])[N:26]([CH2:27][c:28]1[cH:29][cH:30][cH:31][c:32]2[cH:33][cH:34][cH:35][n:36][c:37]12)[CH:38]([CH:39]([O:40][CH2:41][CH3:42])[O:43][CH2:44][CH3:45])[CH3:46])[CH2:47][C:48](=[O:49])[NH:50][C:51]([c:52]1[cH:53][cH:54][cH:55][cH:56][cH:57]1)([c:58]1[cH:59][cH:60][cH:61][cH:62][cH:63]1)[c:64]1[cH:65][cH:66][cH:67][cH:68][cH:69]1>>[CH3:1][N:2]([NH:3][C:4]([NH:5][CH2:6][c:7]1[cH:8][cH:9][cH:10][c:11]2[cH:12][cH:13][cH:14][cH:15][c:16]12)=[O:17])[CH2:18][C:19](=[O:21])[NH:22][CH:23]([C:24](=[O:25])[N:26]([CH2:27][c:28]1[cH:29][cH:30][cH:31][c:32]2[cH:33][cH:34][cH:35][n:36][c:37]12)[CH:38]([CH:39]([O:40][CH2:41][CH3:42])[O:43][CH2:44][CH3:45])[CH3:46])[CH2:47][C:48](=[O:49])[NH:50][C:51]([c:52]1[cH:53][cH:54][cH:55][cH:56][cH:57]1)([c:58]1[cH:59][cH:60][cH:61][cH:62][cH:63]1)[c:64]1[cH:65][cH:66][cH:67][cH:68][cH:69]1. Reactants: CCN=C=NCCCN(C)C, COCCC(=O)O, CCN(C(C)C)C(C)C, Cl, N#Cc1cnc(Nc2cc3cccc(N)c3cn2)cn1, CN(C)C=O, O, On1nnc2ccccc21. Product: COCCC(=O)Nc1cccc2cc(Nc3cnc(C#N)cn3)ncc12. As a reaction SMILES: [CH2:49]([N:50]=[C:51]=[N:52][CH2:53][CH2:54][CH2:55][N:56]([CH3:57])[CH3:58])[CH3:59].[CH3:21][O:22][CH2:23][CH2:24][C:25](=[O:26])[OH:27].[CH:39]([N:40]([CH:41]([CH3:42])[CH3:43])[CH2:44][CH3:45])([CH3:46])[CH3:47].[ClH:48].[NH2:1][c:2]1[cH:3][cH:4][cH:5][c:6]2[cH:7][c:8]([NH:12][c:13]3[n:14][cH:15][c:16]([C:19]#[N:20])[n:17][cH:18]3)[n:9][cH:10][c:11]12.[O:60]=[CH:61][N:62]([CH3:63])[CH3:64].[OH2:28].[OH:29][n:30]1[c:31]2[cH:32][cH:33][cH:34][cH:35][c:36]2[n:37][n:38]1>>[NH:1]([c:2]1[cH:3][cH:4][cH:5][c:6]2[cH:7][c:8]([NH:12][c:13]3[n:14][cH:15][c:16]([C:19]#[N:20])[n:17][cH:18]3)[n:9][cH:10][c:11]12)[C:25]([CH2:24][CH2:23][O:22][CH3:21])=[O:26]. Procedure details: Ethyl(2-{5-[4-(methylsulfonyl)phenoxy]-7-(tetrahydro-2H-pyran-4-yloxy)-1H-indol-2-yl}-4,5-dihydro-1,3-thiazol-5-yl)acetate (400 mg) was dissolved in tetrahydrofuran (10 mL), methylmagnesium bromide (1M tetrahydrofuran solution, 3.6 mL) was added and the mixture was stirred under ice-cooling for 30 min, and then at room temperature for 1 hr. To the reaction solution was added methylmagnesium bromide (1M tetrahydrofuran solution, 1.4 mL), and the mixture was stirred at room temperature for 1 hr. M... Run at time 1 hour. Yield: 21.0%. Solvent: CCCCCC (hexane), CCCCCC (hexane), C(C)(=O)OCC (ethyl acetate), CO (methanol), C(C)(=O)OCC (ethyl acetate), CO (methanol). Starting materials: C[Mg]Br (methylmagnesium bromide), C[Mg]Br (Methylmagnesium bromide), C[Mg]Br (Methylmagnesium bromide), [Cl-].[NH4+] (ammonium chloride), C[Mg]Br (methylmagnesium bromide), C[Mg]Br (methylmagnesium bromide), C(C)OC(CC1CN=C(S1)C=1NC2=C(C=C(C=C2C1)OC1=CC=C(C=C1)S(=O)(=O)C)OC1CCOCC1)=O (Ethyl(2-{5-[4-(methylsulfonyl)phenoxy]-7-(tetrahydro-2H-pyran-4-yloxy)-1H-indol-2-yl}-4,5-dihydro-1,3-thiazol-5-yl)acetate), O1CCCC1 (tetrahydrofuran). Product: CC(CC1CN=C(S1)C=1NC2=C(C=C(C=C2C1)OC1=CC=C(C=C1)S(=O)(=O)C)OC1CCOCC1)(C)O (2-Methyl-1-(2-{5-[4-(methylsulfonyl)phenoxy]-7-(tetrahydro-2H-pyran-4-yloxy)-1H-indol-2-yl}-4,5-dihydro-1,3-thiazol-5-yl)propan-2-ol). Reaction SMILES: C(OC(=O)[CH2:5][CH:6]1[S:10][C:9]([C:11]2[NH:12][C:13]3[C:18]([CH:19]=2)=[CH:17][C:16]([O:20][C:21]2[CH:26]=[CH:25][C:24]([S:27]([CH3:30])(=[O:29])=[O:28])=[CH:23][CH:22]=2)=[CH:15][C:14]=3[O:31][CH:32]2[CH2:37][CH2:36][O:35][CH2:34][CH2:33]2)=[N:8][CH2:7]1)C.[CH3:39][Mg]Br.[Cl-].[NH4+].[O:44]1[CH2:48][CH2:47]CC1>CCCCCC.C(OCC)(=O)C.CO>[CH3:39][C:48]([OH:44])([CH3:47])[CH2:5][CH:6]1[S:10][C:9]([C:11]2[NH:12][C:13]3[C:18]([CH:19]=2)=[CH:17][C:16]([O:20][C:21]2[CH:22]=[CH:23][C:24]([S:27]([CH3:30])(=[O:28])=[O:29])=[CH:25][CH:26]=2)=[CH:15][C:14]=3[O:31][CH:32]2[CH2:37][CH2:36][O:35][CH2:34][CH2:33]2)=[N:8][CH2:7]1 |f:2.3|. Reactants: NC1CC1, Fc1cc(Cc2sccc2-c2nnc(Nc3ccccc3)o2)ccn1. The product is c1ccc(Nc2nnc(-c3ccsc3Cc3ccnc(NC4CC4)c3)o2)cc1. As a reaction SMILES: [CH:26]1([NH2:29])[CH2:27][CH2:28]1.[F:1][c:2]1[n:3][cH:4][cH:5][c:6]([CH2:8][c:9]2[s:10][cH:11][cH:12][c:13]2-[c:14]2[n:15][n:16][c:17]([NH:19][c:20]3[cH:21][cH:22][cH:23][cH:24][cH:25]3)[o:18]2)[cH:7]1>>[c:2]1([NH:29][CH:26]2[CH2:27][CH2:28]2)[n:3][cH:4][cH:5][c:6]([CH2:8][c:9]2[s:10][cH:11][cH:12][c:13]2-[c:14]2[n:15][n:16][c:17]([NH:19][c:20]3[cH:21][cH:22][cH:23][cH:24][cH:25]3)[o:18]2)[cH:7]1. Reactants: CC=1C=C(C(O)=CC1)O (4-methyl pyrocatechol), C(Cl)C1CO1 (epichlorhydrin), [OH-].[Na+] (sodium hydroxide). The solvent is O (water), O (water). Product: OCC1COC2=C(O1)C=CC(=C2)C (2-hydroxymethyl 6-methyl 1,4-benzodioxan). As a reaction SMILES: [CH3:1][C:2]1[CH:3]=[C:4]([OH:9])[C:5](=[CH:7][CH:8]=1)[OH:6].[CH2:10]([CH:12]1[O:14][CH2:13]1)Cl.[OH-].[Na+]>O>[OH:14][CH2:13][CH:12]1[O:6][C:5]2[CH:7]=[CH:8][C:2]([CH3:1])=[CH:3][C:4]=2[O:9][CH2:10]1 |f:2.3|. Reported procedure: In a vessel fitted with a mechanical stirring device and a thermostatic device, 298 g 4-methyl pyrocatechol and 288 g epichlorhydrin are mixed then heated to 70°. A solution of 106 g sodium hydroxide in 800 ml water is then poured. The reaction is exothermic and the inner temperature increases up to about 80°-90°. The whole mixture is thereafter heated at 70° for 2,5 hours then poured into water. The resulting mixture is extracted with ethyl acetate. The organic phase is separated, washed with d...